Dataset: the Open Reaction Database (ORD), a public repository of structured organic reaction records. Task: describe an organic reaction: reactants, conditions, products, and yield Starting materials: CC([C@@H](C(=O)OC)N1C(C2=CC(=CC=C2C1)C1=CC=C(C=C1)[N+](=O)[O-])=O)C ((S)-Methyl 3-methyl-2-(6-(4-nitrophenyl)-1-oxoisoindolin-2-yl)butanoate), O (H2O), [Cl-].[NH4+] (ammonium chloride), C1CCOC1 (THF). The reagents and catalysts are [Fe] (iron). Run in CCO (EtOH), C(C)(=O)OCC (ethyl acetate). The product is NC1=CC=C(C=C1)C1=CC=C2CN(C(C2=C1)=O)[C@H](C(=O)OC)C(C)C ((S)-Methyl 2-(6-(4-aminophenyl)-1-oxoisoindolin-2-yl)-3-methylbutanoate). As a reaction SMILES: [CH3:1][CH:2]([CH3:27])[C@H:3]([N:8]1[CH2:16][C:15]2[C:10](=[CH:11][C:12]([C:17]3[CH:22]=[CH:21][C:20]([N+:23]([O-])=O)=[CH:19][CH:18]=3)=[CH:13][CH:14]=2)[C:9]1=[O:26])[C:4]([O:6][CH3:7])=[O:5].[Cl-].[NH4+].C1COCC1.O>CCO.C(OCC)(=O)C.[Fe]>[NH2:23][C:20]1[CH:19]=[CH:18][C:17]([C:12]2[CH:11]=[C:10]3[C:15]([CH2:16][N:8]([C@@H:3]([CH:2]([CH3:27])[CH3:1])[C:4]([O:6][CH3:7])=[O:5])[C:9]3=[O:26])=[CH:14][CH:13]=2)=[CH:22][CH:21]=1 |f:1.2|. Reported procedure: The compound of example 5 (0.9 g, 0.00244 mol), iron (0.32 g, 0.0057 mol) and ammonium chloride (0.551 g, 0.0103 mol) were taken in EtOH:THF:H2O (15.5 mL, 9:4.5:2.25). The reaction mixture was refluxed for about 16 h. After completion of the reaction, the reaction mixture was filtered through celite. The filtrate was concentrated to obtain a solid residue which was dissolved in ethyl acetate and washed with water and brine, dried over anhydrous sodium sulfate and concentrated to obtain a crude p...